Dataset: the Open Reaction Database (ORD), a public repository of structured organic reaction records. Task: describe an organic reaction: reactants, conditions, products, and yield The reactants are C=C[Sn](CCCC)(CCCC)CCCC, [Cl-], CC(C)(c1c(F)cc(OS(=O)(=O)C(F)(F)F)cc1F)C(F)(F)F, [Li+], CN(C)C=O. Product: C=Cc1cc(F)c(C(C)(C)C(F)(F)F)c(F)c1. RXN SMILES: [CH:24](=[CH2:25])[Sn:26]([CH2:27][CH2:28][CH2:29][CH3:30])([CH2:31][CH2:32][CH2:33][CH3:34])[CH2:35][CH2:36][CH2:37][CH3:38].[Cl-:40].[F:1][C:2]([F:3])([F:4])[S:5]([O:6][c:7]1[cH:8][c:9]([F:21])[c:10]([C:14]([C:15]([F:16])([F:17])[F:18])([CH3:19])[CH3:20])[c:11]([F:13])[cH:12]1)(=[O:22])=[O:23].[Li+:39].[O:41]=[CH:42][N:43]([CH3:44])[CH3:45]>>[c:7]1([CH:24]=[CH2:25])[cH:8][c:9]([F:21])[c:10]([C:14]([C:15]([F:16])([F:17])[F:18])([CH3:19])[CH3:20])[c:11]([F:13])[cH:12]1. Starting materials: C1=CC=CC=2C3=CC=CC=C3C(C12)COC(N(C1=CC=CC=C1)CCCCC(NC1=CC=C(C=C1)N1C(C(C1=O)CCC(C1=CC=CC=C1)O)C1=CC=C(C=C1)OC)=O)=O ((4-{4-[3-(3-Hydroxy-3-phenyl-propyl)-2-(4-methoxy-phenyl)-4-oxo-azetidin-1-yl]-phenylcarbamoyl}-butyl)-carbamioic acid-9H-fluoren-9-ylmethyl ester), C(C)NCC (diethylamine), C30H35N3O4. The solvent is CN(C=O)C (DMF). Yields the product OC(CCC1C(N(C1=O)C1=CC=C(C=C1)NC(CCCCN)=O)C1=CC=C(C=C1)OC)C1=CC=CC=C1 (5-Amino-pentanoic acid-{4-[3-(3-hydroxy-3-phenyl-propyl)-2-(4-methoxy-phenyl)-4-oxo-azetidin-1-yl]-phenyl}-amide). As a reaction SMILES: C1C2C(COC(=O)[N:17]([CH2:24][CH2:25][CH2:26][CH2:27][C:28](=[O:59])[NH:29][C:30]3[CH:35]=[CH:34][C:33]([N:36]4[C:39](=[O:40])[CH:38]([CH2:41][CH2:42][CH:43]([OH:50])[C:44]5[CH:49]=[CH:48][CH:47]=[CH:46][CH:45]=5)[CH:37]4[C:51]4[CH:56]=[CH:55][C:54]([O:57][CH3:58])=[CH:53][CH:52]=4)=[CH:32][CH:31]=3)C3C=CC=CC=3)C3C(=CC=CC=3)C=2C=CC=1.C(NCC)C>CN(C)C=O>[OH:50][CH:43]([C:44]1[CH:45]=[CH:46][CH:47]=[CH:48][CH:49]=1)[CH2:42][CH2:41][CH:38]1[C:39](=[O:40])[N:36]([C:33]2[CH:32]=[CH:31][C:30]([NH:29][C:28](=[O:59])[CH2:27][CH2:26][CH2:25][CH2:24][NH2:17])=[CH:35][CH:34]=2)[CH:37]1[C:51]1[CH:56]=[CH:55][C:54]([O:57][CH3:58])=[CH:53][CH:52]=1. Reported procedure: 570 mg (0.78 mmol) of product 8 and 0.8 ml of diethylamine are solved in 5 ml of DMF (dimethylformamide). It is evaporated after 1 h at room temperature. The residue is purified by flash chromatography (methylenechloride/methanol/conc. ammoniac 30:10:3) 220 mg (56%) of product 9 is obtained in form of an amorphic solid compound: C30H35N3O4 (501.63) MS (ESI+) 502.3 (M+H+). Reactants: CS(=O)(=O)O[C@@H]1C[C@H](N(C1)C(=O)OCC1=CC=C(C=C1)[N+](=O)[O-])C(N)=S ((2S, 4R) -4-methanesulfonyloxy-1-(4-nitrobenzyloxy-carbonyl)-2-thiocarbamoylpyrrolidine), COC(N(C)C)OC (N,N-dimethylformamide dimethylacetal). Conditions: time 1.5 hour. Product: CS(=O)(=O)O[C@@H]1C[C@H](N(C1)C(=O)OCC1=CC=C(C=C1)[N+](=O)[O-])C1=NC=NS1 ((2S, 4R) -4-methanesulfonyloxy-1-(4-nitrobenzyloxycarbonyl) -2- (1,2,4-thiadiazol-5-yl) pyrrolidine). Reaction SMILES: [CH3:1][S:2]([O:5][C@H:6]1[CH2:10][N:9]([C:11]([O:13][CH2:14][C:15]2[CH:20]=[CH:19][C:18]([N+:21]([O-:23])=[O:22])=[CH:17][CH:16]=2)=[O:12])[C@H:8]([C:24](=[S:26])[NH2:25])[CH2:7]1)(=[O:4])=[O:3].CO[CH:29](OC)[N:30](C)C>>[CH3:1][S:2]([O:5][C@H:6]1[CH2:10][N:9]([C:11]([O:13][CH2:14][C:15]2[CH:16]=[CH:17][C:18]([N+:21]([O-:23])=[O:22])=[CH:19][CH:20]=2)=[O:12])[C@H:8]([C:24]2[S:26][N:30]=[CH:29][N:25]=2)[CH2:7]1)(=[O:4])=[O:3]. Procedure details: To (2S, 4R) -4-methanesulfonyloxy-1-(4-nitrobenzyloxy-carbonyl)-2-thiocarbamoylpyrrolidine (1.5 g) was added N,N-dimethylformamide dimethylacetal (1.5 ml) and the mixture was stirred at room temperature for 1.5 hours. After the solvent was removed, the residue was dissolved in dichloromethane (30 ml). To the solution was added dropwise O-(mesitylenesulfonyl)hydroxylamine (1.5 g) in dichloromethane (20 ml) at 0° C. After stirring at room temperature for 2 hours, the mixture was washed with satura...